From a dataset of the Open Reaction Database (ORD), a public repository of structured organic reaction records. describe an organic reaction: reactants, conditions, products, and yield Solvent: O1CCCC1 (tetrahydrofuran), O1CCCC1 (tetrahydrofuran), O1CCCC1 (tetrahydrofuran). As a reaction SMILES: [H-].[Na+].C(OP([CH2:11][C:12]([NH:14][CH:15]([C:19]1[CH:48]=[CH:47][C:22]([O:23][CH2:24][CH2:25][O:26][CH2:27][CH2:28][O:29][CH2:30][CH2:31][N:32]([C:40]([O:42][C:43]([CH3:46])([CH3:45])[CH3:44])=[O:41])[C:33]([O:35][C:36]([CH3:39])([CH3:38])[CH3:37])=[O:34])=[CH:21][CH:20]=1)[CH2:16][CH2:17][CH3:18])=[O:13])(OCC)=O)C.[Br:49][C:50]1[N:55]=[C:54]([CH:56]=O)[CH:53]=[CH:52][CH:51]=1>O1CCCC1>[Br:49][C:50]1[N:55]=[C:54](/[CH:56]=[CH:11]/[C:12]([NH:14][CH:15]([C:19]2[CH:20]=[CH:21][C:22]([O:23][CH2:24][CH2:25][O:26][CH2:27][CH2:28][O:29][CH2:30][CH2:31][N:32]([C:40]([O:42][C:43]([CH3:44])([CH3:46])[CH3:45])=[O:41])[C:33]([O:35][C:36]([CH3:37])([CH3:39])[CH3:38])=[O:34])=[CH:47][CH:48]=2)[CH2:16][CH2:17][CH3:18])=[O:13])[CH:53]=[CH:52][CH:51]=1 |f:0.1|. Isolated yield 67.5%. The product is BrC1=CC=CC(=N1)/C=C/C(=O)NC(CCC)C1=CC=C(OCCOCCOCCN(C(=O)OC(C)(C)C)C(=O)OC(C)(C)C)C=C1 ((E)-(2-(2-(2-(4-(1-(3-(6-Bromopyridin-2-yl)acrylamido)butyl)phenoxy)ethoxy)ethoxy)ethyl)imidodicarbonic acid, 1,3-bis-tert-butyl ester). Reported procedure: To a suspension of NaH (52 mg 60% in mineral oil, 1.31 mmol) in tetrahydrofuran (1.0 mL) at ice bath temperature was added a solution of (2-(2-(2-(4-(1-(2-(diethoxyphosphoryl)acetamido)butyl)phenoxy)ethoxy)ethoxy)ethyl)imidodicarbonic acid, 1,3-bis-tert-butyl ester (49; 295 mg, 0.43 mmol) in tetrahydrofuran (2 mL). The resulting mixture was stirred at room temperature for 30 minutes and then treated drop-wise with 6-bromopicolinaldehyde (81 mg, 0.43 mmol) in tetrahydrofuran (2 mL). The mixture w... The reactants are C(C)OP(=O)(OCC)CC(=O)NC(CCC)C1=CC=C(OCCOCCOCCN(C(=O)OC(C)(C)C)C(=O)OC(C)(C)C)C=C1 ((2-(2-(2-(4-(1-(2-(Diethoxyphosphoryl)acetamido)butyl)phenoxy)ethoxy)ethoxy)ethyl)imidodicarbonic acid, 1,3-bis-tert-butyl ester), BrC1=CC=CC(=N1)C=O (6-bromopicolinaldehyde), [H-].[Na+] (NaH). Run at time 30 minute. Starting materials: ClCCl, Cc1nc2c(ccn2Cc2cccc(F)c2F)c(I)c1CO, O=[Cr](=O)([O-])Cl, c1cc[nH+]cc1. Product: Cc1nc2c(ccn2Cc2cccc(F)c2F)c(I)c1C=O. Reaction SMILES: [Cl:34][CH2:35][Cl:36].[F:1][c:2]1[c:3]([CH2:4][n:5]2[cH:6][cH:7][c:8]3[c:9]2[n:10][c:11]([CH3:17])[c:12]([CH2:15][OH:16])[c:13]3[I:14])[cH:18][cH:19][cH:20][c:21]1[F:22].[O:23]=[Cr:24]([Cl:25])([O-:26])=[O:27].[nH+:28]1[cH:29][cH:30][cH:31][cH:32][cH:33]1>>[F:1][c:2]1[c:3]([CH2:4][n:5]2[cH:6][cH:7][c:8]3[c:9]2[n:10][c:11]([CH3:17])[c:12]([CH:15]=[O:16])[c:13]3[I:14])[cH:18][cH:19][cH:20][c:21]1[F:22].